From a dataset of the Open Reaction Database (ORD), a public repository of structured organic reaction records. describe an organic reaction: reactants, conditions, products, and yield Reactants: [H-].[Na+] (sodium hydride), Cl (hydrochloric acid), ice, NCC(C1=CC(=CC=C1)C(F)(F)F)NC(OC(C)(C)C)=O (tert-Butyl {2-amino-1-[3-(trifluoromethyl)phenyl]ethyl}carbamate), BrCCN=C=O (2-bromoethyl isocyanate). Solvent: ClCCl (dichloromethane). Reaction conditions: time 10 minute. Product: O=C1N(CCN1)CC(C1=CC(=CC=C1)C(F)(F)F)NC(OC(C)(C)C)=O (tert-Butyl {2-(2-oxoimidazolidin-1-yl)-1-[3-(trifluoromethyl)phenyl]ethyl}carbamate). As a reaction SMILES: [NH2:1][CH2:2][CH:3]([NH:14][C:15](=[O:21])[O:16][C:17]([CH3:20])([CH3:19])[CH3:18])[C:4]1[CH:9]=[CH:8][CH:7]=[C:6]([C:10]([F:13])([F:12])[F:11])[CH:5]=1.Br[CH2:23][CH2:24][N:25]=[C:26]=[O:27].[H-].[Na+].Cl>ClCCl>[O:27]=[C:26]1[NH:25][CH2:24][CH2:23][N:1]1[CH2:2][CH:3]([NH:14][C:15](=[O:21])[O:16][C:17]([CH3:18])([CH3:20])[CH3:19])[C:4]1[CH:9]=[CH:8][CH:7]=[C:6]([C:10]([F:13])([F:12])[F:11])[CH:5]=1 |f:2.3|. Procedure: An ice-cooled solution of 302 mg (0.99 mmol) of the compound from Example 101A in 10 ml of dichloromethane was admixed dropwise with 99 μl (1.09 mmol) of 2-bromoethyl isocyanate. After 10 minutes, the ice bath was removed and the mixture was stirred for a further 5 min. All of the volatile components were removed on a rotary evaporator. The residue was taken up in 5 ml of anhydrous THF and admixed, with ice cooling, with 44 mg of sodium hydride (60% in mineral oil, 1.09 mmol). After 2 h, 1 ml of... Reactants: CS(=O)(=O)O.S1C2=C(CC1)C=C(C=C2)CCN(C)C[C@@H]2CCCC1=C(C=CC=C21)OC (N-[2-(2,3-Dihydrobenzo[b]thien-5-yl)ethyl]-N-[(R)-(+)-5-methoxy-1,2,3,4-tetrahydronaphthalen-1-ylmethyl]-N-methylamine methanesulfonate), ClC1=CC(=CC=C1)C(=O)OO (m-chloroperbenzoic acid). Product: CS(=O)(=O)O.O=S1(CCC2=C1C=CC(=C2)CCN(C)C[C@@H]2CCCC1=C(C=CC=C21)OC)=O (N-[2-(1,1-Dioxo-2,3-dihydrobenzothiophen-5-yl)ethyl]-N-[(R)-(+)-5-methoxy-1,2,3,4-tetrahydronaphthalen-1-ylmethyl]-N-methylamine methanesulfonate). As a reaction SMILES: [CH3:1][S:2]([OH:5])(=[O:4])=[O:3].S1[CH2:10][CH2:9][C:8]2[CH:11]=[C:12]([CH2:15][CH2:16][N:17]([CH2:19][C@H:20]3[C:29]4[C:24](=[C:25]([O:30][CH3:31])[CH:26]=[CH:27][CH:28]=4)[CH2:23][CH2:22][CH2:21]3)[CH3:18])[CH:13]=[CH:14]C1=2.ClC1C=CC=C(C(OO)=O)C=1>>[CH3:1][S:2]([OH:5])(=[O:4])=[O:3].[O:3]=[S:2]1(=[O:5])[C:1]2[CH:14]=[CH:13][C:12]([CH2:15][CH2:16][N:17]([CH2:19][C@H:20]3[C:29]4[C:24](=[C:25]([O:30][CH3:31])[CH:26]=[CH:27][CH:28]=4)[CH2:23][CH2:22][CH2:21]3)[CH3:18])=[CH:11][C:8]=2[CH2:9][CH2:10]1 |f:0.1,3.4|. Procedure: The product from Example 26 is treated with two equivalents of m-chloroperbenzoic acid to yield the title compound. The reactants are COC([C@@H](NC(=O)OC(C)(C)C)CC1=CC=C(C=C1)C=1C(N(C(N(C1C)C)=O)C)=O)=O (N-[(1,1-dimethylethoxy)carbonyl]-4-(1,3,6-trimethyl-2,4-dioxo-5-pyrimidinyl)-L-phenylalanine methyl ester), [OH-].[Na+] (sodium hydroxide). The solvent is C(C)O (ethanol), O (water). Run at time 2 hour. Product: CC(C)(OC(=O)N[C@@H](CC1=CC=C(C=C1)C=1C(N(C(N(C1C)C)=O)C)=O)C(=O)O)C (N-[(1,1-dimethylethoxy)carbonyl]-4-(1,3,6-trimethyl-2,4-dioxo-5-pyrimidinyl)-L-phenylalanine). Yield: 93.6%. RXN SMILES: C[O:2][C:3](=[O:31])[C@H:4]([CH2:13][C:14]1[CH:19]=[CH:18][C:17]([C:20]2[C:21](=[O:30])[N:22]([CH3:29])[C:23](=[O:28])[N:24]([CH3:27])[C:25]=2[CH3:26])=[CH:16][CH:15]=1)[NH:5][C:6]([O:8][C:9]([CH3:12])([CH3:11])[CH3:10])=[O:7].[OH-].[Na+]>C(O)C.O>[CH3:11][C:9]([CH3:12])([O:8][C:6]([NH:5][C@H:4]([C:3]([OH:31])=[O:2])[CH2:13][C:14]1[CH:19]=[CH:18][C:17]([C:20]2[C:21](=[O:30])[N:22]([CH3:29])[C:23](=[O:28])[N:24]([CH3:27])[C:25]=2[CH3:26])=[CH:16][CH:15]=1)=[O:7])[CH3:10] |f:1.2|. Procedure: To a suspension of N-[(1,1-dimethylethoxy)carbonyl]-4-(1,3,6-trimethyl-2,4-dioxo-5-pyrimidinyl)-L-phenylalanine methyl ester (8.8 mmol, 3.79 g) in ethanol (20 mL) was added aqueous 1.0 N sodium hydroxide (17.57 mL) at room temperature. The mixture was stirred for 2 h at room temperature. Then, the mixture was diluted with water (50 ml) and the ethanol was removed under reduced pressure. The aqueous solution was washed with diethyl ether (100 mL) to remove any neutral impurities. The aqueous laye...